From a dataset of the Open Reaction Database (ORD), a public repository of structured organic reaction records. describe an organic reaction: reactants, conditions, products, and yield The product is O=C(CNC(=O)c1cccc(C(F)(F)F)c1)NC1CN(C2CCC(O)(c3ncco3)CC2)C1. As a reaction SMILES: [NH:14]1[CH2:15][CH:16]([NH:18][C:19](=[O:20])[CH2:21][NH:22][C:23]([c:24]2[cH:25][c:26]([C:30]([F:31])([F:32])[F:33])[cH:27][cH:28][cH:29]2)=[O:34])[CH2:17]1.[OH:1][C:2]1([c:9]2[o:10][cH:11][cH:12][n:13]2)[CH2:3][CH2:4][C:5](=[O:8])[CH2:6][CH2:7]1>>[OH:1][C:2]1([c:9]2[o:10][cH:11][cH:12][n:13]2)[CH2:3][CH2:4][CH:5]([N:14]2[CH2:15][CH:16]([NH:18][C:19](=[O:20])[CH2:21][NH:22][C:23]([c:24]3[cH:25][c:26]([C:30]([F:31])([F:32])[F:33])[cH:27][cH:28][cH:29]3)=[O:34])[CH2:17]2)[CH2:6][CH2:7]1. Reactants: O=C(CNC(=O)c1cccc(C(F)(F)F)c1)NC1CNC1, O=C1CCC(O)(c2ncco2)CC1. The reactants are CC(=O)C1=CC=C(C=C1)C(C)(C)C (4-tert-butylacetophenone), BrBr (Br2), Br (HBr). Run in C(C)(=O)O (acetic acid). Reaction conditions: time 4 hour. Product: BrCC(=O)C1=CC=C(C=C1)C(C)(C)C (2-bromo-1-(4-tert-butylphenyl)ethanone). RXN SMILES: [CH3:1][C:2]([C:4]1[CH:9]=[CH:8][C:7]([C:10]([CH3:13])([CH3:12])[CH3:11])=[CH:6][CH:5]=1)=[O:3].[Br:14]Br.Br>C(O)(=O)C>[Br:14][CH2:1][C:2]([C:4]1[CH:9]=[CH:8][C:7]([C:10]([CH3:13])([CH3:12])[CH3:11])=[CH:6][CH:5]=1)=[O:3]. Procedure: A solution of 4-tert-butylacetophenone (5 g, 28.4 mmol) in acetic acid (2 mL) was carefully (the reaction was exothermic) treated with Br2 (1.46 mL, 28.5 mmol), followed by 48% aq. HBr (0.015 mL, 0.132 mmol). The reaction was stirred at room temperature for 4 hours, then was poured onto ice and was extracted with diethyl ether. The organic phase was concentrated and was then chromatographed on silica gel, eluting with 5% ethyl acetate-hexane, followed by 10% ethyl acetate-hexane, to afford the t... The reactants are CC(C)(CO[Si](c1ccccc1)(c1ccccc1)C(C)(C)C)c1cc(NC(=O)C(C)(C)S(=O)(=O)CC2CCC(O)CC2)on1, CCOCC, ClCCl, O=[Cr](=O)([O-])Cl, c1cc[nH+]cc1. Yields the product CC(C)(CO[Si](c1ccccc1)(c1ccccc1)C(C)(C)C)c1cc(NC(=O)C(C)(C)S(=O)(=O)CC2CCC(=O)CC2)on1. RXN SMILES: [C:1]([CH3:2])([CH3:3])([CH3:4])[Si:5]([O:6][CH2:7][C:8]([CH3:9])([CH3:10])[c:11]1[n:12][o:13][c:14]([NH:16][C:17]([C:18]([CH3:19])([CH3:20])[S:21](=[O:22])(=[O:23])[CH2:24][CH:25]2[CH2:26][CH2:27][CH:28]([OH:31])[CH2:29][CH2:30]2)=[O:32])[cH:15]1)([c:33]1[cH:34][cH:35][cH:36][cH:37][cH:38]1)[c:39]1[cH:40][cH:41][cH:42][cH:43][cH:44]1.[CH3:59][CH2:60][O:61][CH2:62][CH3:63].[Cl:56][CH2:57][Cl:58].[O:45]=[Cr:46]([Cl:47])([O-:48])=[O:49].[nH+:50]1[cH:51][cH:52][cH:53][cH:54][cH:55]1>>[C:1]([CH3:2])([CH3:3])([CH3:4])[Si:5]([O:6][CH2:7][C:8]([CH3:9])([CH3:10])[c:11]1[n:12][o:13][c:14]([NH:16][C:17]([C:18]([CH3:19])([CH3:20])[S:21](=[O:22])(=[O:23])[CH2:24][CH:25]2[CH2:26][CH2:27][C:28](=[O:31])[CH2:29][CH2:30]2)=[O:32])[cH:15]1)([c:33]1[cH:34][cH:35][cH:36][cH:37][cH:38]1)[c:39]1[cH:40][cH:41][cH:42][cH:43][cH:44]1.